describe an organic reaction: reactants, conditions, products, and yield From a dataset of the Open Reaction Database (ORD), a public repository of structured organic reaction records. The reactants are ClCCCCOC1=CC=C(C=C1)OC (1-(4-chlorobutoxy)-4-methoxybenzene), C(\C=C/C(=O)O)(=O)O.C1(=CC=CC=C1)CN(C=1SC2=C(N1)C=CC=C2)C2CCNCC2 (N-(phenylmethyl)-N-(4-piperidinyl)-2-benzothiazolamine (Z)-2-butenedioate), C([O-])([O-])=O.[Na+].[Na+] (sodium carbonate), [I-].[K+] (potassium iodide). Solvent: CN(C(C)=O)C (N,N-dimethylacetamide). Reaction conditions: temperature 90 celsius, time 8 hour. The product is C(\C=C\C(=O)O)(=O)O.COC1=CC=C(OCCCCN2CCC(CC2)N(C=2SC3=C(N2)C=CC=C3)CC3=CC=CC=C3)C=C1 (N-[1-[4-(4-methoxyphenoxy)butyl]-4-piperidinyl]-N-(phenylmethyl)-2-benzothiazolamine (E)-2-butenedioate). Isolated yield 60.0%. As a reaction SMILES: Cl[CH2:2][CH2:3][CH2:4][CH2:5][O:6][C:7]1[CH:12]=[CH:11][C:10]([O:13][CH3:14])=[CH:9][CH:8]=1.[C:15]([OH:22])(=[O:21])/[CH:16]=[CH:17]\[C:18]([OH:20])=[O:19].[C:23]1([CH2:29][N:30]([CH:40]2[CH2:45][CH2:44][NH:43][CH2:42][CH2:41]2)[C:31]2[S:32][C:33]3[CH:39]=[CH:38][CH:37]=[CH:36][C:34]=3[N:35]=2)[CH:28]=[CH:27][CH:26]=[CH:25][CH:24]=1.C(=O)([O-])[O-].[Na+].[Na+].[I-].[K+]>CN(C)C(=O)C>[C:15]([OH:22])(=[O:21])/[CH:16]=[CH:17]/[C:18]([OH:20])=[O:19].[CH3:14][O:13][C:10]1[CH:11]=[CH:12][C:7]([O:6][CH2:5][CH2:4][CH2:3][CH2:2][N:43]2[CH2:44][CH2:45][CH:40]([N:30]([CH2:29][C:23]3[CH:28]=[CH:27][CH:26]=[CH:25][CH:24]=3)[C:31]3[S:32][C:33]4[CH:39]=[CH:38][CH:37]=[CH:36][C:34]=4[N:35]=3)[CH2:41][CH2:42]2)=[CH:8][CH:9]=1 |f:1.2,3.4.5,6.7,9.10|. Procedure: A mixture of 4.3 parts of 1-(4-chlorobutoxy)-4-methoxybenzene, 6.6 parts of N-(phenylmethyl)-N-(4-piperidinyl)-2-benzothiazolamine (Z)-2-butenedioate(1:1), 5.3 parts of sodium carbonate, 0.1 parts of potassium iodide and 90 parts of N,N-dimethylacetamide was stirred overnight at 90° C. The reaction mixture was poured onto water. The product was extracted with methylbenzene. The extract was washed with water, dried, filtered and evaporated. The residue was converted into the (E)-2-butenedioate sa... The reactants are CC#N, CCN(C(C)C)C(C)C, Cl, O=[N+]([O-])c1ccc(F)c(F)c1, OC1CC2CNCC2C1. The product is O=[N+]([O-])c1ccc(N2CC3CC(O)CC3C2)c(F)c1. As a reaction SMILES: [CH3:31][C:32]#[N:33].[CH:22]([N:23]([CH2:24][CH3:25])[CH:26]([CH3:27])[CH3:28])([CH3:29])[CH3:30].[ClH:1].[F:11][c:12]1[c:13]([F:21])[cH:14][c:15]([N+:18](=[O:19])[O-:20])[cH:16][cH:17]1.[OH:2][CH:3]1[CH2:4][CH:5]2[CH:6]([CH2:7][NH:8][CH2:9]2)[CH2:10]1>>[OH:2][CH:3]1[CH2:4][CH:5]2[CH:6]([CH2:7][N:8]([c:12]3[c:13]([F:21])[cH:14][c:15]([N+:18](=[O:19])[O-:20])[cH:16][cH:17]3)[CH2:9]2)[CH2:10]1.